From a dataset of the Open Reaction Database (ORD), a public repository of structured organic reaction records. describe an organic reaction: reactants, conditions, products, and yield Reactants: NC=1C(=CC(=C(C(=O)OC)C1)C(F)(F)F)I (methyl 5-amino-4-iodo-2-(trifluoromethyl)benzoate), NC=1C(=C(C(=O)OC)C=CC1I)C(F)(F)F (methyl 3-amino-4-iodo-2-(trifluoromethyl)benzoate), FC(C(=O)O)(F)F (trifluoroacetic acid), CCC(CC)=O (3-pentanone), C(C)(=O)O[BH-](OC(C)=O)OC(C)=O.[Na+] (sodium triacetoxyborohydride). The solvent is ClCCCl (1,2-dichloroethane). Product: NC(=O)C1=CC(=C(C(=O)O)C=C1NC(CC)CC)C(F)(F)F (4-(aminocarbonyl)-5-[(1-ethylpropyl)amino]-2-(trifluoromethyl)benzoic Acid). RXN SMILES: [NH2:1][C:2]1[C:3](I)=[CH:4][C:5]([C:12]([F:15])([F:14])[F:13])=[C:6]([CH:11]=1)[C:7]([O:9]C)=[O:8].[NH2:17]C1C(C(F)(F)F)=C(C=CC=1I)C(OC)=O.FC(F)(F)[C:35]([OH:37])=O.[CH3:40][CH2:41][C:42](=O)[CH2:43][CH3:44].C(O[BH-](OC(=O)C)OC(=O)C)(=O)C.[Na+]>ClCCCl>[NH2:17][C:35]([C:3]1[C:2]([NH:1][CH:42]([CH2:43][CH3:44])[CH2:41][CH3:40])=[CH:11][C:6]([C:7]([OH:9])=[O:8])=[C:5]([C:12]([F:15])([F:14])[F:13])[CH:4]=1)=[O:37] |f:4.5|. Reported procedure: A mixture of methyl 5-amino-4-iodo-2-(trifluoromethyl)benzoate (desired) and methyl 3-amino-4-iodo-2-(trifluoromethyl)benzoate as obtained in step 4 (392 mg, 1.14 mmol) was dissolved in 1,2-dichloroethane (12 mL) and was treated with trifluoroacetic acid (0.5 mL, 6.73 mmol), 3-pentanone (0.36 mL, 3.40 mmol) and sodium triacetoxyborohydride (724 mg, 3.42 mmol) at 45° C. for 0.5 h. GCMS indicated complete conversion of desired isomer to required product. After a further 0.5 h at 45° C., the reacti...